This data is from the Open Reaction Database (ORD), a public repository of structured organic reaction records. The task is: describe an organic reaction: reactants, conditions, products, and yield Reactants: BrC=1C=C(C=CC1)[C@]1([C@H](COCC1)O)NC(=S)N ((±)-[(3R*,4R*)-4-(3-bromophenyl)-3-hydroxytetrahydropyran-4-yl]thiourea), O (Water), Diethyl azodicarbonate, C1(=CC=CC=C1)P(C1=CC=CC=C1)C1=CC=CC=C1 (triphenylphosphine). Solvent: O1CCCC1 (tetrahydrofuran), O1CCCC1 (tetrahydrofuran). Reaction conditions: time 30 minute. Product: BrC=1C=C(C=CC1)C12N=C(SC1COCC2)N (7a-(3-bromophenyl)-3a,6,7,7a-tetrahydro-4H-pyrano[4,3-d]thiazol-2-ylamine). Yield: 59.3%. RXN SMILES: C1(P(C2C=CC=CC=2)C2C=CC=CC=2)C=CC=CC=1.[Br:20][C:21]1[CH:22]=[C:23]([C@:27]2([NH:34][C:35]([NH2:37])=[S:36])[CH2:32][CH2:31][O:30][CH2:29][C@@H:28]2O)[CH:24]=[CH:25][CH:26]=1.O>O1CCCC1>[Br:20][C:21]1[CH:22]=[C:23]([C:27]23[CH2:32][CH2:31][O:30][CH2:29][CH:28]2[S:36][C:35]([NH2:37])=[N:34]3)[CH:24]=[CH:25][CH:26]=1. Reported procedure: Diethyl azodicarbonate (13.0 mL) was added dropwise to a solution of triphenylphosphine (7.51 g) in tetrahydrofuran (200 mL) in an ice bath. The mixture was warmed to room temperature and stirred for 30 minutes. The reaction solution was cooled to 0° C., and a solution of (±)-[(3R*,4R*)-4-(3-bromophenyl)-3-hydroxytetrahydropyran-4-yl]thiourea (6.33 g) in tetrahydrofuran (44 mL) was added dropwise. The mixture was stirred overnight while gradually warming to room temperature. Water was added to t...